From a dataset of the Open Reaction Database (ORD), a public repository of structured organic reaction records. describe an organic reaction: reactants, conditions, products, and yield Reactants: CO, Cc1c([N+](=O)[O-])ccc2[nH]c(=O)oc12, [H][H]. Product: Cc1c(N)ccc2[nH]c(=O)oc12. RXN SMILES: [CH3:17][OH:18].[CH3:1][c:2]1[c:3]([N+:12]([O-:13])=[O:14])[cH:4][cH:5][c:6]2[nH:7][c:8](=[O:11])[o:9][c:10]12.[H:15][H:16]>>[CH3:1][c:2]1[c:3]([NH2:12])[cH:4][cH:5][c:6]2[nH:7][c:8](=[O:11])[o:9][c:10]12. Starting materials: ClC1=CC=C(S1)C(=O)NCC=1C=NN(C1)C1=CC=C(C=C1)I (5-chloro-N-((1-(4-iodophenyl)-1H-pyrazol-4-yl)methyl)thiophene-2-carboxamide), OC1=NC=CC=C1 (2-hydroxypyridine), OC=1C=CC=C2C=CC=NC12 (8-hydroxyquinoline), C(=O)([O-])[O-].[K+].[K+] (K2CO3). The reagents and catalysts are [Cu]I (CuI). The solvent is CS(=O)C (DMSO). Conditions: temperature 130 celsius. Product: ClC1=CC=C(S1)C(=O)NCC=1C=NN(C1)C1=CC=C(C=C1)N1C(C=CC=C1)=O (5-Chloro-N-((1-(4-(2-oxopyridin-1(2H)-yl)phenyl)-1H-pyrazol-4-yl)methyl)thiophene-2-carboxamide). Isolated yield 32.4%. RXN SMILES: [Cl:1][C:2]1[S:6][C:5]([C:7]([NH:9][CH2:10][C:11]2[CH:12]=[N:13][N:14]([C:16]3[CH:21]=[CH:20][C:19](I)=[CH:18][CH:17]=3)[CH:15]=2)=[O:8])=[CH:4][CH:3]=1.[OH:23][C:24]1[CH:29]=[CH:28][CH:27]=[CH:26][N:25]=1.OC1C=CC=C2C=1N=CC=C2.C([O-])([O-])=O.[K+].[K+]>CS(C)=O.[Cu]I>[Cl:1][C:2]1[S:6][C:5]([C:7]([NH:9][CH2:10][C:11]2[CH:12]=[N:13][N:14]([C:16]3[CH:21]=[CH:20][C:19]([N:25]4[CH:26]=[CH:27][CH:28]=[CH:29][C:24]4=[O:23])=[CH:18][CH:17]=3)[CH:15]=2)=[O:8])=[CH:4][CH:3]=1 |f:3.4.5|. Procedure: A mixture of 5-chloro-N-((1-(4-iodophenyl)-1H-pyrazol-4-yl)methyl)thiophene-2-carboxamide (200 mg, 0.451 mmol), 2-hydroxypyridine (85 mg, 0.90 mmol), 8-hydroxyquinoline (30 mg, 0.21 mmol) and K2CO3 (247 mg, 1.79 mmol) in DMSO (2 mL) was degassed with Argon before being charged with CuI (43 mg, 0.22 mmol). The mixture in a sealed tube was heated at 130° C. overnight. It was then purified by HPLC to give the title compound (60 mg). MS 411.0 and 413.0 (M+H, Cl pattern). Starting materials: CCOC(=O)c1sc(Br)nc1-c1cnc(Cl)cn1, CN1CCCC1=O, CCN(C(C)C)C(C)C, COC1CNCCC1NC(=O)c1[nH]c(C)c(Cl)c1Cl, O. Product: CCOC(=O)c1sc(N2CCC(NC(=O)c3[nH]c(C)c(Cl)c3Cl)C(OC)C2)nc1-c1cnc(Cl)cn1. Reaction SMILES: [Br:1][c:2]1[s:3][c:4]([C:14](=[O:15])[O:16][CH2:17][CH3:18])[c:5](-[c:7]2[n:8][cH:9][c:10]([Cl:13])[n:11][cH:12]2)[n:6]1.[CH3:48][N:49]1[CH2:50][CH2:51][CH2:52][C:53]1=[O:54].[CH:38]([N:39]([CH2:40][CH3:41])[CH:42]([CH3:43])[CH3:44])([CH3:45])[CH3:46].[Cl:19][c:20]1[c:21]([C:27](=[O:28])[NH:29][CH:30]2[CH:31]([O:36][CH3:37])[CH2:32][NH:33][CH2:34][CH2:35]2)[nH:22][c:23]([CH3:26])[c:24]1[Cl:25].[OH2:47]>>[c:2]1([N:33]2[CH2:32][CH:31]([O:36][CH3:37])[CH:30]([NH:29][C:27]([c:21]3[c:20]([Cl:19])[c:24]([Cl:25])[c:23]([CH3:26])[nH:22]3)=[O:28])[CH2:35][CH2:34]2)[s:3][c:4]([C:14](=[O:15])[O:16][CH2:17][CH3:18])[c:5](-[c:7]2[n:8][cH:9][c:10]([Cl:13])[n:11][cH:12]2)[n:6]1. The solvent is C(C)O (ethanol). Procedure details: 1-bromopinacolone (178 mg) was dissolved in 2.0 ml of ethanol, 156 mg of 2-amino-5-bromopyridine was added, and the mixture was stirred all night by heating under reflux. After cooled down to room temperature, the solvents were distilled outunder reduced pressure, ethyl acetate followed by saturated sodium hydrogen carbonate aqueous solution were added. Organic layer was dried with anhydrous sodium sulfate, and the solvents were distilled outunder reduced pressure. The obtained residues were pur... Starting materials: BrCC(C(C)(C)C)=O (1-bromopinacolone), NC1=NC=C(C=C1)Br (2-amino-5-bromopyridine). Isolated yield 81.5%. RXN SMILES: Br[CH2:2][C:3](=O)[C:4]([CH3:7])([CH3:6])[CH3:5].[NH2:9][C:10]1[CH:15]=[CH:14][C:13]([Br:16])=[CH:12][N:11]=1>C(O)C>[Br:16][C:13]1[CH:14]=[CH:15][C:10]2[N:11]([CH:2]=[C:3]([C:4]([CH3:7])([CH3:6])[CH3:5])[N:9]=2)[CH:12]=1. The product is BrC=1C=CC=2N(C1)C=C(N2)C(C)(C)C (6-bromo-2-tert-butyl-imidazo[1,2-a]pyridine).